From a dataset of the Open Reaction Database (ORD), a public repository of structured organic reaction records. describe an organic reaction: reactants, conditions, products, and yield Reactants: C#CC(C)=O, C=C(CC)CCC=C(C)CCC=C(C)C. The product is CC(=O)C1CC=C(CCC=C(C)CCC=C(C)C)CC1. As a reaction SMILES: [C:16](#[CH:17])[C:18](=[O:19])[CH3:20].[CH3:1][CH2:2][C:3](=[CH2:4])[CH2:5][CH2:6][CH:7]=[C:8]([CH3:9])[CH2:10][CH2:11][CH:12]=[C:13]([CH3:14])[CH3:15]>>[CH2:1]1[CH2:2][C:3]([CH2:5][CH2:6][CH:7]=[C:8]([CH3:9])[CH2:10][CH2:11][CH:12]=[C:13]([CH3:14])[CH3:15])=[CH:4][CH2:17][CH:16]1[C:18](=[O:19])[CH3:20]. Starting materials: C1=CC=C(C=C1)P(C2=CC=CC=C2)C3=C(C4=CC=CC=C4C=C3)C5=C(C=CC6=CC=CC=C65)P(C7=CC=CC=C7)C8=CC=CC=C8 ((S)-BINAP), C(C)(C)(C)OC(NC1(CCC1)C1=CC=C(C=C1)C1=C(OC2=CC=C(C=C2C1=O)Br)C1=CC=CC=C1)=O ({1-[4-(6-Bromo-4-oxo-2-phenyl-4H-chromen-3-yl)-phenyl]-cyclobutyl}-carbamic acid tert-butyl ester), C([O-])([O-])=O.[Cs+].[Cs+] (cesium carbonate), CN1CCNCC1 (1-methylpiperazine), C1=CC=C(C=C1)P(C2=CC=CC=C2)C3=C(C4=CC=CC=C4C=C3)C5=C(C=CC6=CC=CC=C65)P(C7=CC=CC=C7)C8=CC=CC=C8 ((S)-BINAP). The reagents and catalysts are C=1C=CC(=CC1)/C=C/C(=O)/C=C/C2=CC=CC=C2.C=1C=CC(=CC1)/C=C/C(=O)/C=C/C2=CC=CC=C2.C=1C=CC(=CC1)/C=C/C(=O)/C=C/C2=CC=CC=C2.[Pd].[Pd] (tris(dibenzylideneacetone)dipalladium(0)), C=1C=CC(=CC1)/C=C/C(=O)/C=C/C2=CC=CC=C2.C=1C=CC(=CC1)/C=C/C(=O)/C=C/C2=CC=CC=C2.C=1C=CC(=CC1)/C=C/C(=O)/C=C/C2=CC=CC=C2.[Pd].[Pd] (tris(dibenzylideneacetone)dipalladium(0)). Solvent: CO (methanol), C1(=CC=CC=C1)C (toluene). Run at temperature 150 celsius. Yields the product C(C)(C)(C)OC(NC1(CCC1)C1=CC=C(C=C1)C1=C(OC2=CC=C(C=C2C1=O)N1CCN(CC1)C)C1=CC=CC=C1)=O ((1-{4-[6-(4-Methyl-piperazin-1-yl)-4-oxo-2-phenyl-4H-chromen-3-yl]-phenyl}-cyclobutyl)-carbamic acid tert-butyl ester). The yield is 26.5%. Reaction SMILES: [C:1]([O:5][C:6](=[O:36])[NH:7][C:8]1([C:12]2[CH:17]=[CH:16][C:15]([C:18]3[C:27](=[O:28])[C:26]4[C:21](=[CH:22][CH:23]=[C:24](Br)[CH:25]=4)[O:20][C:19]=3[C:30]3[CH:35]=[CH:34][CH:33]=[CH:32][CH:31]=3)=[CH:14][CH:13]=2)[CH2:11][CH2:10][CH2:9]1)([CH3:4])([CH3:3])[CH3:2].[CH3:37][N:38]1[CH2:43][CH2:42][NH:41][CH2:40][CH2:39]1.C1C=CC(P(C2C=CC3C(=CC=CC=3)C=2C2C3C(=CC=CC=3)C=CC=2P(C2C=CC=CC=2)C2C=CC=CC=2)C2C=CC=CC=2)=CC=1.C(=O)([O-])[O-].[Cs+].[Cs+]>C1(C)C=CC=CC=1.CO.C1C=CC(/C=C/C(/C=C/C2C=CC=CC=2)=O)=CC=1.C1C=CC(/C=C/C(/C=C/C2C=CC=CC=2)=O)=CC=1.C1C=CC(/C=C/C(/C=C/C2C=CC=CC=2)=O)=CC=1.[Pd].[Pd]>[C:1]([O:5][C:6](=[O:36])[NH:7][C:8]1([C:12]2[CH:17]=[CH:16][C:15]([C:18]3[C:27](=[O:28])[C:26]4[C:21](=[CH:22][CH:23]=[C:24]([N:41]5[CH2:42][CH2:43][N:38]([CH3:37])[CH2:39][CH2:40]5)[CH:25]=4)[O:20][C:19]=3[C:30]3[CH:35]=[CH:34][CH:33]=[CH:32][CH:31]=3)=[CH:14][CH:13]=2)[CH2:11][CH2:10][CH2:9]1)([CH3:4])([CH3:3])[CH3:2] |f:3.4.5,8.9.10.11.12|. Reported procedure: {1-[4-(6-Bromo-4-oxo-2-phenyl-4H-chromen-3-yl)-phenyl]-cyclobutyl}-carbamic acid tert-butyl ester (55 mg, 0.1 mmol), 1-methylpiperazine (13 μL, 0.12 mmol), tris(dibenzylideneacetone)dipalladium(0) (5 mg, 0.005 mmol), (S)-BINAP (9 mg, 0.015 mmol) and cesium carbonate (46 mg, 0.14 mmol) were suspended in toluene (1.0 mL) in a microwave vial. The vial was sealed, evacuated and flushed twice with nitrogen. The mixture was heated in a microwave at 150° C. for 30 min. Further tris(dibenzylideneacetone...